The task is: describe an organic reaction: reactants, conditions, products, and yield. This data is from the Open Reaction Database (ORD), a public repository of structured organic reaction records. Reactants: C(C)(=O)OCC (ethyl acetate), C(CC(C)C)ON=O (Isoamylnitrite), ICI (diiodomethane), NC1=C(C=C2CCN(C(C2=C1)=O)C=1C=NC=CC1C(F)(F)F)F (7-amino-6-fluoro-2-(4-(trifluoromethyl)pyridin-3-yl)-3,4-dihydroisoquinolin-1(2H)-one). Reagents/catalysts: [Cu]I (CuI). Run in C1CCOC1 (THF), CCCCCC (hexane). Conditions: temperature 70 celsius, time 1 hour. Product: FC=1C=C2CCN(C(C2=CC1I)=O)C=1C=NC=CC1C(F)(F)F (6-fluoro-7-iodo-2-(4-(trifluoromethyl)pyridin-3-yl)-3,4-dihydroisoquinolin-1(2H)-one). The yield is 3.2%. RXN SMILES: C(ON=O)CC(C)C.I[CH2:10][I:11].NC1[CH:22]=[C:21]2[C:16]([CH2:17][CH2:18][N:19]([C:24]3[CH:25]=[N:26][CH:27]=[CH:28][C:29]=3[C:30]([F:33])([F:32])[F:31])[C:20]2=[O:23])=[CH:15][C:14]=1[F:34].C(OCC)(=O)C>C1COCC1.CCCCCC.[Cu]I>[F:34][C:14]1[CH:15]=[C:16]2[C:21](=[CH:22][C:10]=1[I:11])[C:20](=[O:23])[N:19]([C:24]1[CH:25]=[N:26][CH:27]=[CH:28][C:29]=1[C:30]([F:31])([F:33])[F:32])[CH2:18][CH2:17]2. Procedure: Isoamylnitrite (0.4 mL, 3.2198 mmol), diiodomethane (0.4 mL, 5.36 mmol) and CuI (203.9 mg, 1.07 mmol) were added to a stirred solution of 7-amino-6-fluoro-2-(4-(trifluoromethyl)pyridin-3-yl)-3,4-dihydroisoquinolin-1(2H)-one (I-79b: 350 mg, 1.07 mmol) in dry THF (10 mL). The resulting mixture was stirred for 1 hour at 70° C. The reaction was monitored by TLC (40% ethyl acetate in hexane). The reaction mixture was concentrated to yield the crude product. Purification by column chromatography on si... The reactants are N#Cc1nc(F)cnc1O, [Na+], [OH-], O, O=S(=O)(O)O. The product is NC(=O)c1nc(F)cnc1O. RXN SMILES: [F:6][c:7]1[cH:8][n:9][c:10]([OH:15])[c:11]([C:13]#[N:14])[n:12]1.[Na+:17].[OH-:16].[OH2:18].[S:1](=[O:2])(=[O:3])([OH:4])[OH:5]>>[F:6][c:7]1[cH:8][n:9][c:10]([OH:15])[c:11]([C:13]([NH2:14])=[O:16])[n:12]1. Reactants: C(C)C=1OC2=C(C1C(=O)C=1C=C(C(=C(C1)C1=CC=CC=C1)OC)C1=CC=CC=C1)C=CC=C2 ((2-ethyl-benzofuran-3-yl)-(2′-methoxy-[1,1′;3′,1″]terphenyl-5′-yl)-methanone), B(Br)(Br)Br.C(Cl)Cl (boron tribromide CH2Cl2), C(=O)=O.CC(=O)C (dry ice acetone). Run in C(Cl)Cl (CH2Cl2). Conditions: time 72 hour. The product is C(C)C=1OC2=C(C1C(=O)C=1C=C(C(=C(C1)C1=CC=CC=C1)O)C1=CC=CC=C1)C=CC=C2 ((2-Ethyl-benzofuran-3-yl)-(2′-hydroxy-[1,1′;3′,1″]terphenyl-5′-yl)-methanone). Yield: 83.0%. Reaction SMILES: [CH2:1]([C:3]1[O:4][C:5]2[CH:33]=[CH:32][CH:31]=[CH:30][C:6]=2[C:7]=1[C:8]([C:10]1[CH:11]=[C:12]([C:24]2[CH:29]=[CH:28][CH:27]=[CH:26][CH:25]=2)[C:13]([O:22]C)=[C:14]([C:16]2[CH:21]=[CH:20][CH:19]=[CH:18][CH:17]=2)[CH:15]=1)=[O:9])[CH3:2].B(Br)(Br)Br.C(Cl)Cl.C(=O)=O.CC(C)=O>C(Cl)Cl>[CH2:1]([C:3]1[O:4][C:5]2[CH:33]=[CH:32][CH:31]=[CH:30][C:6]=2[C:7]=1[C:8]([C:10]1[CH:15]=[C:14]([C:16]2[CH:17]=[CH:18][CH:19]=[CH:20][CH:21]=2)[C:13]([OH:22])=[C:12]([C:24]2[CH:29]=[CH:28][CH:27]=[CH:26][CH:25]=2)[CH:11]=1)=[O:9])[CH3:2] |f:1.2,3.4|. Procedure: At −78° C., to a stirred solution of (2-ethyl-benzofuran-3-yl)-(2′-methoxy-[1,1′;3′,1″]terphenyl-5′-yl)-methanone (1.07 g, 2.47 mmol) in CH2Cl2 (10.1 mL) was added dropwise 1M boron tribromide/ CH2Cl2 (5.2 mL). After the addition was complete, the dry ice/acetone bath was replaced with an ice water bath and the reaction was stirred for 72 h, eventually warming to ambient temperature. The reaction was carefully quenched with crushed ice, diluted with H2O (16 mL) and extracted with ether. The ethe... The reactants are CCn1c(=O)n(OCc2ccccc2)c(=O)c2cc(F)c(F)cc21, C1CCOC1, CO, [H][H]. Yields the product CCn1c(=O)n(O)c(=O)c2cc(F)c(F)cc21. Reaction SMILES: [CH2:1]([c:2]1[cH:3][cH:4][cH:5][cH:6][cH:7]1)[O:8][n:9]1[c:10](=[O:24])[n:11]([CH2:22][CH3:23])[c:12]2[cH:13][c:14]([F:21])[c:15]([F:20])[cH:16][c:17]2[c:18]1=[O:19].[CH2:27]1[O:28][CH2:29][CH2:30][CH2:31]1.[CH3:32][OH:33].[H:25][H:26]>>[OH:8][n:9]1[c:10](=[O:24])[n:11]([CH2:22][CH3:23])[c:12]2[cH:13][c:14]([F:21])[c:15]([F:20])[cH:16][c:17]2[c:18]1=[O:19]. Starting materials: CCO, COC1=NCC(C)(C)CC1, [Cl-], [NH4+]. Product: CC1(C)CCC(=N)NC1, Cl. RXN SMILES: [CH3:13][CH2:14][OH:15].[CH3:1][C:2]1([CH3:10])[CH2:3][N:4]=[C:5]([O:8][CH3:9])[CH2:6][CH2:7]1.[Cl-:11].[NH4+:12]>>[CH3:1][C:2]1([CH3:10])[CH2:3][NH:4][C:5](=[NH:12])[CH2:6][CH2:7]1.[ClH:11]. Reactants: NC1=CC=C(C=C1)C1=C(C(=NS1)Cl)C#N (5-(4-Aminophenyl)-3-chloroisothiazole-4-carbonitrile), FC1=C(C=C(C=C1)C)N=C=O (2-fluoro-5-methylphenyl isocyanate), FC1=C(C=C(C=C1)C)N=C=O (2-fluoro-5-methylphenyl isocyanate). Solvent: C1CCOC1 (THF). Conditions: time 24 hour. Product: ClC1=NSC(=C1C#N)C1=CC=C(C=C1)NC(=O)NC1=C(C=CC(=C1)C)F (1-[4-(3-chloro-4-cyanoisothiazol-5-yl)phenyl]-3-(2-fluoro-5-methylphenyl)urea). Yield: 90.3%. RXN SMILES: [NH2:1][C:2]1[CH:7]=[CH:6][C:5]([C:8]2[S:12][N:11]=[C:10]([Cl:13])[C:9]=2[C:14]#[N:15])=[CH:4][CH:3]=1.[F:16][C:17]1[CH:22]=[CH:21][C:20]([CH3:23])=[CH:19][C:18]=1[N:24]=[C:25]=[O:26]>C1COCC1>[Cl:13][C:10]1[C:9]([C:14]#[N:15])=[C:8]([C:5]2[CH:4]=[CH:3][C:2]([NH:1][C:25]([NH:24][C:18]3[CH:19]=[C:20]([CH3:23])[CH:21]=[CH:22][C:17]=3[F:16])=[O:26])=[CH:7][CH:6]=2)[S:12][N:11]=1. Reported procedure: A solution of 5-(4-Aminophenyl)-3-chloroisothiazole-4-carbonitrile (4.565 g, 19.4 mmol) and 2-fluoro-5-methylphenyl isocyanate (5.85 g, 38.7 mmol) in 100 mL of dry THF was heated to reflux overnight. TLC indicated presence of considerable amount of starting material. Additional 2 g of 2-fluoro-5-methylphenyl isocyanate was added and the reaction was continued for another 24 h. The reaction was cooled to RT. THF was removed in vacuo and the resulting solid was stirred in 200 mL of Et2O for 1 h. P... The reactants are Br.NC1C(C2=CC=C(C(=C2CC1)O)O)O (2-amino-1,5,6-trihydroxy-1,2,3,4-tetrahydronaphthalene hydrobromide), OC1=CC=C(C=C1)CC(C)=O (4-hydroxyphenylacetone), C(C)(=O)OCC (ethyl acetate). Run in C(C)O (ethanol). Yields the product C(\C=C\C(=O)O)(=O)O.OC1=CC=C(CC(C)NC2C(C3=CC=C(C(=C3CC2)O)O)O)C=C1 (2-(4-hydroxy-α-methylphenethylamino)-1,5,6-trihydroxy-1,2,3,4-tetrahydronaphthalene fumarate). Reaction SMILES: Br.[NH2:2][CH:3]1[CH2:12][CH2:11][C:10]2[C:5](=[CH:6][CH:7]=[C:8]([OH:14])[C:9]=2[OH:13])[CH:4]1[OH:15].[OH:16][C:17]1[CH:22]=[CH:21][C:20]([CH2:23][C:24](=O)[CH3:25])=[CH:19][CH:18]=1.[C:27]([O:30]CC)(=[O:29])[CH3:28]>C(O)C>[C:9]([OH:13])(=[O:16])/[CH:10]=[CH:28]/[C:27]([OH:30])=[O:29].[OH:16][C:17]1[CH:22]=[CH:21][C:20]([CH2:23][CH:24]([NH:2][CH:3]2[CH2:12][CH2:11][C:10]3[C:5](=[CH:6][CH:7]=[C:8]([OH:14])[C:9]=3[OH:13])[CH:4]2[OH:15])[CH3:25])=[CH:19][CH:18]=1 |f:0.1,5.6|. Reported procedure: In a manner similar to that of Example 9, 4 parts of 2-amino-1,5,6-trihydroxy-1,2,3,4-tetrahydronaphthalene hydrobromide is reacted with 20 parts of 4-hydroxyphenylacetone. The reaction product is dissolved in ethanol and ethyl acetate is added to the solution. The procedure yields 2 parts of 2-(4-hydroxy-α-methylphenethylamino)-1,5,6-trihydroxy-1,2,3,4-tetrahydronaphthalene fumarate as colorless crystals melting at 137°-141° C.